Task: describe an organic reaction: reactants, conditions, products, and yield. Dataset: the Open Reaction Database (ORD), a public repository of structured organic reaction records Reactants: substituted-phenyl cyclopropyl ketones, [Cl-].[Al+3].[Cl-].[Cl-] (aluminum chloride), C1(CC1)C(=O)Cl (cyclopropanecarboxylic acid chloride), C(C)OC1=CC=CC=C1 (ethoxybenzene), [Cl-].[Al+3].[Cl-].[Cl-] (aluminum chloride), C1(CC1)C(=O)Cl (cyclopropanecarboxylic acid chloride), substituted-phenyl. The product is C(C)OC1=CC=C(C=C1)C(=O)C1CC1 (cyclopropyl (4-ethoxyphenyl) ketone). Reaction SMILES: [CH:1]1([C:4](Cl)=[O:5])[CH2:3][CH2:2]1.[Cl-].[Al+3].[Cl-].[Cl-].[CH2:11]([O:13][C:14]1[CH:19]=[CH:18][CH:17]=[CH:16][CH:15]=1)[CH3:12]>>[CH2:11]([O:13][C:14]1[CH:19]=[CH:18][C:17]([C:4]([CH:1]2[CH2:3][CH2:2]2)=[O:5])=[CH:16][CH:15]=1)[CH3:12] |f:1.2.3.4|. Reported procedure: Alternatively, the substituted-phenyl cyclopropyl ketones may be prepared by reacting cyclopropanecarboxylic acid chloride with an appropriately substituted-phenyl compound in the presence of a Friedel-Crafts catalyst, e.g., aluminum chloride. In Example 6, Step A, cyclopropanecarboxylic acid chloride is reacted with ethoxybenzene in the presence of aluminum chloride, yielding cyclopropyl (4-ethoxyphenyl) ketone. Starting materials: C(#N)CC(=O)OC(C)(C)C (tert-butyl cyanoacetate), [H-].[Na+] (sodium hydride), [H-].[Na+] (sodium hydride), BrCC(=O)OC (methyl bromoacetate), BrCC(=O)OC (methyl bromoacetate), [Cl-].[NH4+] (ammonium chloride). The solvent is O1CCCC1 (tetrahydrofuran), C1(=CC=CC=C1)C (toluene), O1CCCC1 (tetrahydrofuran), O (water). Conditions: temperature 80 celsius. Product: C(#N)C(CC(=O)OC)(CC(=O)OC)C(=O)OC(C)(C)C (2-tert-butyl 1,3-dimethyl 2-cyanopropane-1,2,3-tricarboxylate). Reaction SMILES: [C:1]([CH2:3][C:4]([O:6][C:7]([CH3:10])([CH3:9])[CH3:8])=[O:5])#[N:2].[H-].[Na+].Br[CH2:14][C:15]([O:17][CH3:18])=[O:16].[Cl-].[NH4+]>C1(C)C=CC=CC=1.O.O1CCCC1>[C:1]([C:3]([C:4]([O:6][C:7]([CH3:10])([CH3:9])[CH3:8])=[O:5])([CH2:3][C:4]([O:6][CH3:7])=[O:5])[CH2:14][C:15]([O:17][CH3:18])=[O:16])#[N:2] |f:1.2,4.5|. Procedure: To a solution of tert-butyl cyanoacetate (10.0 g) in toluene (100 mL), sodium hydride (60% dispersion in mineral oil, 2.83 g) was added under cooling with ice. After being stirred at 80° C. for an hour, the mixture was cooled to 50° C. and methyl bromoacetate (6.51 mL) was added slowly. After adding tetrahydrofuran (15 mL), the mixture was stirred at 80° C. for two hours. The reaction mixture was cooled with ice and then sodium hydride (60% dispersion in mineral oil, 2.83 g) was added. After bei... Reactants: BrC=1C(=C(C=CC1)NC(OC(C)(C)C)=O)O (tert-butyl (3-bromo-2-hydroxyphenyl)carbamate), BrCCCBr (1,3-dibromopropane), C(=O)([O-])[O-].[K+].[K+] (K2CO3). Run in CC(=O)C (acetone). Run at temperature 75 celsius, time 16 hour. Yields the product BrC1=CC=CC2=C1OCCCN2C(=O)OC(C)(C)C (tert-butyl 9-bromo-3,4-dihydrobenzo[b][1,4]oxazepine-5(2H)-carboxylate). The yield is 64.4%. RXN SMILES: [Br:1][C:2]1[C:3]([OH:16])=[C:4]([NH:8][C:9](=[O:15])[O:10][C:11]([CH3:14])([CH3:13])[CH3:12])[CH:5]=[CH:6][CH:7]=1.Br[CH2:18][CH2:19][CH2:20]Br.C([O-])([O-])=O.[K+].[K+]>CC(C)=O>[Br:1][C:2]1[C:3]2[O:16][CH2:18][CH2:19][CH2:20][N:8]([C:9]([O:10][C:11]([CH3:12])([CH3:13])[CH3:14])=[O:15])[C:4]=2[CH:5]=[CH:6][CH:7]=1 |f:2.3.4|. Reported procedure: To a solution of tert-butyl (3-bromo-2-hydroxyphenyl)carbamate (D52) (3 g, 10.41 mmol) in acetone (30 mL) was added 1,3-dibromopropane (3.17 mL, 31.2 mmol), K2CO3 (11.51 g, 83 mmol) and the mixture stirred at 75° C. for 16 hours. The reaction was then cooled to RT, filtered, the filtrate was evaporated. The residue was then purified on silica eluting with a gradient of 0-10% ethyl acetate in cyclohexane to afford the title compound (2.2 g). LCMS (A): m/z (M+H)+328/330, C14H18BrNO3 requires 327/3... The reactants are ClC=1C(=NC(N(C1C)CC=1SC=CC1)=O)NN (5-chloro-4-hydrazino-6-methyl-1-(2-thienylmethyl)pyrimidin-2-one). The reagents and catalysts are [Ag]=O (Silver oxide). The solvent is CC(C)O (propan-2-ol), C(Cl)(Cl)Cl.C(C)O (chloroform ethanol). Conditions: time 24 hour. The product is ClC=1C=NC(N(C1C)CC=1SC=CC1)=O (5-Chloro-6-methyl-1-(2-thienylmethyl)pyrimidin-2-one). Reaction SMILES: [Cl:1][C:2]1[C:3](NN)=[N:4][C:5](=[O:15])[N:6]([CH2:9][C:10]2[S:11][CH:12]=[CH:13][CH:14]=2)[C:7]=1[CH3:8]>CC(O)C.C(Cl)(Cl)Cl.C(O)C.[Ag]=O>[Cl:1][C:2]1[CH:3]=[N:4][C:5](=[O:15])[N:6]([CH2:9][C:10]2[S:11][CH:12]=[CH:13][CH:14]=2)[C:7]=1[CH3:8] |f:2.3|. Procedure: Silver oxide (238 mg) was added to a solution of 5-chloro-4-hydrazino-6-methyl-1-(2-thienylmethyl)pyrimidin-2-one (128 mg) in propan-2-ol (20 ml). The mixture was stirred at ambient temperature for 24 hours, when evaporation of solvent gave a gum. This was subjected to p.l.c. on silica, developing in chloroform-ethanol (25:1, two runs). The major band was eluted with ethyl acetate giving a gum (23 mg) containing the title pyrimidinone p.m.r. spectrum in CDCl3, signals relative to SiMe4 in p.p.m.... Starting materials: NC=1C(=CC2=C(OCO2)C1)C#N (6-aminobenzo[d][1,3]dioxole-5-carbonitrile), C(C1=CC=CC=C1)(=O)N=C=O (benzoyl isocyanate). Reaction SMILES: [NH2:1][C:2]1[C:3]([C:11]#[N:12])=[CH:4][C:5]2[O:9][CH2:8][O:7][C:6]=2[CH:10]=1.[C:13]([N:21]=[C:22]=[O:23])(=[O:20])[C:14]1[CH:19]=[CH:18][CH:17]=[CH:16][CH:15]=1>>[C:11]([C:3]1[C:2]([NH:1][C:22]([NH:21][C:13](=[O:20])[C:14]2[CH:15]=[CH:16][CH:17]=[CH:18][CH:19]=2)=[O:23])=[CH:10][C:6]2[O:7][CH2:8][O:9][C:5]=2[CH:4]=1)#[N:12]. Procedure: Prepared as in Example 53a from 6-aminobenzo[d][1,3]dioxole-5-carbonitrile and benzoyl isocyanate as a yellow solid (157 mg, 82%). 1H NMR (400 MHz, DMSO-d6) δ6.19 (s, 2H), 7.42 (s, 1H), 7.54 (t, J=8 Hz, 2H), 7.66 (t, J=7.6 Hz, 1H), 7.74 (s, 1H), 8.03 (d, J=9.2 Hz, 2H), 11.32 (d, J=12.8 Hz, 2H). MS 309 (MH+). Product: C(#N)C=1C(=CC2=C(OCO2)C1)NC(=O)NC(C1=CC=CC=C1)=O (N-(6-cyanobenzo[d][1,3]dioxol-5-ylcarbamoyl)benzamide). The reactants are COc1ccc2c(c1)CC(CC(=O)O)O2, ClCCl, CN(C)C=O, O=S(Cl)Cl. Yields the product COc1ccc2c(c1)CC(CN)O2. RXN SMILES: [CH3:1][O:2][c:3]1[cH:4][c:5]2[c:6]([cH:14][cH:15]1)[O:7][CH:8]([CH2:10][C:11]([OH:12])=[O:13])[CH2:9]2.[Cl:25][CH2:26][Cl:27].[O:16]=[CH:17][N:18]([CH3:19])[CH3:20].[S:21]([Cl:22])([Cl:23])=[O:24]>>[CH3:1][O:2][c:3]1[cH:4][c:5]2[c:6]([cH:14][cH:15]1)[O:7][CH:8]([CH2:10][NH2:18])[CH2:9]2.